From a dataset of the Open Reaction Database (ORD), a public repository of structured organic reaction records. describe an organic reaction: reactants, conditions, products, and yield Starting materials: CC(=O)O, CN(C)CC(=O)O, CCN=C=NCCCN(C)C, CCN(C(C)C)C(C)C, ClCCl, Cl, Cc1cc(C)c2oc(Nc3ccc(-c4nn(C5CCCNC5)c5ncnc(N)c45)cc3)nc2c1, On1nnc2cccnc21. Product: CC(=O)O, Cc1cc(C)c2oc(Nc3ccc(-c4nn(C5CCCN(C(=O)CN(C)C)C5)c5ncnc(N)c45)cc3)nc2c1. Reaction SMILES: [C:1]([CH3:2])(=[O:3])[OH:4].[CH3:39][N:40]([CH2:41][C:42](=[O:43])[OH:44])[CH3:45].[CH3:47][N:48]([CH3:49])[CH2:50][CH2:51][CH2:52][N:53]=[C:54]=[N:55][CH2:56][CH3:57].[CH:58]([N:59]([CH2:60][CH3:61])[CH:62]([CH3:63])[CH3:64])([CH3:65])[CH3:66].[Cl:77][CH2:78][Cl:79].[ClH:46].[NH2:5][c:6]1[c:7]2[c:8]([n:9][cH:10][n:11]1)[n:12]([CH:33]1[CH2:34][NH:35][CH2:36][CH2:37][CH2:38]1)[n:13][c:14]2-[c:15]1[cH:16][cH:17][c:18]([NH:21][c:22]2[o:23][c:24]3[c:25]([n:26]2)[cH:27][c:28]([CH3:32])[cH:29][c:30]3[CH3:31])[cH:19][cH:20]1.[OH:67][n:68]1[c:69]2[n:70][cH:71][cH:72][cH:73][c:74]2[n:75][n:76]1>>[C:1]([CH3:2])(=[O:3])[OH:4].[NH2:5][c:6]1[c:7]2[c:8]([n:9][cH:10][n:11]1)[n:12]([CH:33]1[CH2:34][N:35]([C:42]([CH2:41][N:40]([CH3:39])[CH3:45])=[O:43])[CH2:36][CH2:37][CH2:38]1)[n:13][c:14]2-[c:15]1[cH:16][cH:17][c:18]([NH:21][c:22]2[o:23][c:24]3[c:25]([n:26]2)[cH:27][c:28]([CH3:32])[cH:29][c:30]3[CH3:31])[cH:19][cH:20]1. Starting materials: CO, Clc1ccc(-c2cc(C3CO3)on2)cc1Cl, N. The product is NCC(O)c1cc(-c2ccc(Cl)c(Cl)c2)no1. As a reaction SMILES: [CH3:18][OH:19].[Cl:1][c:2]1[cH:3][c:4](-[c:9]2[n:10][o:11][c:12]([CH:14]3[O:15][CH2:16]3)[cH:13]2)[cH:5][cH:6][c:7]1[Cl:8].[NH3:17]>>[Cl:1][c:2]1[cH:3][c:4](-[c:9]2[n:10][o:11][c:12]([CH:14]([OH:15])[CH2:16][NH2:17])[cH:13]2)[cH:5][cH:6][c:7]1[Cl:8]. Starting materials: Cl.[Cl-].N1=CC=[CH2+]C=C1 (4-pyridinium chloride hydrochloride), COC1=CC=C(C=C1)N (p-anisidine). Run in N1=CC=CC=C1 (pyridine). The product is COC1=CC=C(C=C1)NC1=CC=NC=C1 (N-(4-methoxyphenyl)-4-pyridinamine). RXN SMILES: Cl.[Cl-].[N:3]1[CH:8]=[CH:7][CH2+:6]=[CH:5][CH:4]=1.[CH3:9][O:10][C:11]1[CH:16]=[CH:15][C:14]([NH2:17])=[CH:13][CH:12]=1>N1C=CC=CC=1>[CH3:9][O:10][C:11]1[CH:16]=[CH:15][C:14]([NH:17][C:6]2[CH:7]=[CH:8][N:3]=[CH:4][CH:5]=2)=[CH:13][CH:12]=1 |f:0.1.2|. Reported procedure: A mixture of 1-(4-pyridinium chloride hydrochloride (10.0 g, 0.04 mol) and p-anisidine (4.9 g, 0.04 mol) is heated at 150° C. until the pyridine stops distilling. The resulting black oil is allowed to cool to room temperature during which time it solidifies. The solid is broken into a powder and repeatedly washed with acetone until the color is light brown. Recrystallization from isopropanol gives the product as a yellow powder, mp 129°-134° C. Starting materials: N#N.C(C1=CC=CC=C1)OC(=O)C1=CC=C(C(=O)N[C@@H](CC(N)=O)C(=O)N[C@H]([C@@H](C[C@@]2(N(CCC2)C(C)(C)C)C(=O)N)O)CC2=CC=CC=C2)C=C1 (N2 [3(S)-[[N-[4-(benzyloxycarbonyl)benzoyl]-L-asparaginyl]amino]-2(R)-hydroxy-4-phenylbutyl]-N1 -tert.butyl-L-prolinamide). The reagents and catalysts are [Pd] (palladium-on-carbon). Run in C(C)(C)O (isopropanol). The product is N#N.C(=O)(O)C1=CC=C(C(=O)N[C@@H](CC(N)=O)C(=O)N[C@H]([C@@H](C[C@@]2(N(CCC2)C(C)(C)C)C(=O)N)O)CC2=CC=CC=C2)C=C1 (N2 [3(S)-[[N-(4-carboxybenzoyl)-L-asparaginyl]amino]-2(R)-hydroxy-4-phenylbutyl]-N1 -tert.butyl-L-prolinamide). Yield: 80.6%. As a reaction SMILES: [N:1]#[N:2].C([O:10][C:11]([C:13]1[CH:52]=[CH:51][C:16]([C:17]([NH:19][C@H:20]([C:25]([NH:27][C@@H:28]([CH2:44][C:45]2[CH:50]=[CH:49][CH:48]=[CH:47][CH:46]=2)[C@H:29]([OH:43])[CH2:30][C@@:31]2([C:40]([NH2:42])=[O:41])[CH2:35][CH2:34][CH2:33][N:32]2[C:36]([CH3:39])([CH3:38])[CH3:37])=[O:26])[CH2:21][C:22](=[O:24])[NH2:23])=[O:18])=[CH:15][CH:14]=1)=[O:12])C1C=CC=CC=1>C(O)(C)C.[Pd]>[N:1]#[N:2].[C:11]([C:13]1[CH:52]=[CH:51][C:16]([C:17]([NH:19][C@H:20]([C:25]([NH:27][C@@H:28]([CH2:44][C:45]2[CH:50]=[CH:49][CH:48]=[CH:47][CH:46]=2)[C@H:29]([OH:43])[CH2:30][C@@:31]2([C:40]([NH2:42])=[O:41])[CH2:35][CH2:34][CH2:33][N:32]2[C:36]([CH3:39])([CH3:38])[CH3:37])=[O:26])[CH2:21][C:22](=[O:24])[NH2:23])=[O:18])=[CH:15][CH:14]=1)([OH:12])=[O:10] |f:0.1,4.5|. Procedure details: 274 mg of N2 -[3(S)-[[N-[4-(benzyloxycarbonyl)benzoyl]-L-asparaginyl]amino]-2(R)-hydroxy-4-phenylbutyl]-N1 -tert.butyl-L-prolinamide in 100 ml of isopropanol were hydrogenated over 10% palladium-on-carbon at 20° C. and under atmospheric pressure for 16 hours. The catalyst was removed by filtration and the filtrate was evaporated to give 193 mg of N2 -[3(S)-[[N-(4-carboxybenzoyl)-L-asparaginyl]amino]-2(R)-hydroxy-4-phenylbutyl]-N1 -tert.butyl-L-prolinamide as a white solid from methanol/ethyl ace... Starting materials: C(C)(C)(C)ONC(C(C1=CC=C(C=C1)OCC#C)NS(=O)(=O)C1=CC=C(C=C1)OCC#CC)=O (N-(tert-butoxy)-2-({[4-(2-butynyloxy)phenyl]sulfonyl}amino)-2-[4-(2-propynyloxy)phenyl]acetamide). Run in C(=O)(C(F)(F)F)O (TFA). Yields the product ONC(CC1=CC=C(C=C1)OCC#C)=O (N-hydroxy-2-[4-(2-propynyloxy)phenyl]acetamide). Reaction SMILES: C([O:5][NH:6][C:7](=[O:34])[CH:8](NS(C1C=CC(OCC#CC)=CC=1)(=O)=O)[C:9]1[CH:14]=[CH:13][C:12]([O:15][CH2:16][C:17]#[CH:18])=[CH:11][CH:10]=1)(C)(C)C>C(O)(C(F)(F)F)=O>[OH:5][NH:6][C:7](=[O:34])[CH2:8][C:9]1[CH:14]=[CH:13][C:12]([O:15][CH2:16][C:17]#[CH:18])=[CH:11][CH:10]=1. Procedure: The 75 mg (0.154 mmol) sample of ′N-(tert-butoxy)-2-({[4-(2-butynyloxy)phenyl]sulfonyl}amino)-2-[4-(2-propynyloxy)phenyl]acetamide was stirred in neat TFA at room temperature for 72 h. TFA was removed in vacuo. The residue was chromatographed on prep. TLC eluting with 1% HOAc in 10% MeOH/CH2Cl2 to provide 11.1 mg (17%) of (2-butynyloxy)phenyl]sulfonyl}amido)-N-hydroxy-2-[4-(2-propynyloxy)phenyl]acetamide as a white solid was obtained. High Resolution Mass Spec 429.11155 (M+H)+; Calc'd for C21H21... Reactants: FC=1C=C2C(C(=CN3C2=C(C1F)C[C@@H]3C)C(=O)O)=O ((+)-8,9-difluoro-2-(S)-methyl-6-oxo-1,2-dihydro-6H-pyrrolo[3,2,1-ij]quinoline-5-carboxylic acid), Cl.Cl.NN1CCCC1 (aminopyrrolidine dihydrochloride), C1CCC2=NCCCN2CC1 (1,8-diazabicyclo[5,4,0]-7-undecene). The solvent is CN(P(N(C)C)(N(C)C)=O)C (hexamethylphosphoric triamide). The product is Cl.FC=1C=C2C(C(=CN3C2=C(C1N1CC(CC1)N)CC3C)C(=O)O)=O ((+)-8-fluoro-2-methyl-9-(3-amino-1-pyrrolidyl)-6-oxo-1,2-dihydro-6H-pyrrolo[3,2,1-ij]quinoline-5-carboxylic acid hydrochloride). As a reaction SMILES: [F:1][C:2]1[CH:3]=[C:4]2[C:9]3=[C:10]([CH2:13][C@H:14]([CH3:15])[N:8]3[CH:7]=[C:6]([C:16]([OH:18])=[O:17])[C:5]2=[O:19])[C:11]=1F.[ClH:20].Cl.NN1CCCC1.C1C[CH2:37][N:36]2C(=[N:32][CH2:33][CH2:34][CH2:35]2)CC1>CN(C)P(=O)(N(C)C)N(C)C>[ClH:20].[F:1][C:2]1[CH:3]=[C:4]2[C:9]3=[C:10]([CH2:13][CH:14]([CH3:15])[N:8]3[CH:7]=[C:6]([C:16]([OH:18])=[O:17])[C:5]2=[O:19])[C:11]=1[N:36]1[CH2:35][CH2:34][CH:33]([NH2:32])[CH2:37]1 |f:1.2.3,6.7|. Reported procedure: To 7 g of (+)-8,9-difluoro-2-(S)-methyl-6-oxo-1,2-dihydro-6H-pyrrolo[3,2,1-ij]quinoline-5-carboxylic acid obtained in Example 5 were added 21 g of aminopyrrolidine dihydrochloride, 40 ml of 1,8-diazabicyclo[5,4,0]-7-undecene (DBU) and 70 ml of hexamethylphosphoric triamide, and allowed to react in an oil bath at 120°-130° C. for 2 hours. The solvent was evaporated off under reduced pressure, and the residue was dissolved in 100 ml of 2% aqueous hydrochloric acid. Insoluble matters were filtered ... Starting materials: CN1CCC(c2nc(-c3ccncc3)c([N+](=O)[O-])c(=O)n2C)CC1, CO. Product: CN1CCC(c2nc(-c3ccncc3)c(N)c(=O)n2C)CC1. As a reaction SMILES: [CH3:1][n:2]1[c:3]([CH:18]2[CH2:19][CH2:20][N:21]([CH3:24])[CH2:22][CH2:23]2)[n:4][c:5](-[c:12]2[cH:13][cH:14][n:15][cH:16][cH:17]2)[c:6]([N+:9]([O-:10])=[O:11])[c:7]1=[O:8].[CH3:25][OH:26]>>[CH3:1][n:2]1[c:3]([CH:18]2[CH2:19][CH2:20][N:21]([CH3:24])[CH2:22][CH2:23]2)[n:4][c:5](-[c:12]2[cH:13][cH:14][n:15][cH:16][cH:17]2)[c:6]([NH2:9])[c:7]1=[O:8]. Reactants: BrCCCCBr, CCCC[N+](CCCC)(CCCC)CCCC, CN(CC1CCC(CO)CC1)C(=O)Oc1ccc(Cl)cc1, ClCCl, [Na+], [OH-], O=S(=O)([O-])O. Product: CN(CC1CCC(COCCCCBr)CC1)C(=O)Oc1ccc(Cl)cc1. Reaction SMILES: [Br:22][CH2:23][CH2:24][CH2:25][CH2:26][Br:27].[CH2:38]([N+:39]([CH2:40][CH2:41][CH2:42][CH3:43])([CH2:44][CH2:45][CH2:46][CH3:47])[CH2:48][CH2:49][CH2:50][CH3:51])[CH2:52][CH2:53][CH3:54].[Cl:1][c:2]1[cH:3][cH:4][c:5]([O:8][C:9]([N:10]([CH3:11])[CH2:12][CH:13]2[CH2:14][CH2:15][CH:16]([CH2:19][OH:20])[CH2:17][CH2:18]2)=[O:21])[cH:6][cH:7]1.[Cl:28][CH2:29][Cl:30].[Na+:32].[OH-:31].[S:33]([O-:34])([OH:35])(=[O:36])=[O:37]>>[Cl:1][c:2]1[cH:3][cH:4][c:5]([O:8][C:9]([N:10]([CH3:11])[CH2:12][CH:13]2[CH2:14][CH2:15][CH:16]([CH2:19][O:20][CH2:26][CH2:25][CH2:24][CH2:23][Br:22])[CH2:17][CH2:18]2)=[O:21])[cH:6][cH:7]1.